describe an organic reaction: reactants, conditions, products, and yield From a dataset of the Open Reaction Database (ORD), a public repository of structured organic reaction records. Reactants: COC(=O)C(Cc1ccc([N+](=O)[O-])cc1)NC(=O)OC(C)(C)C, CO, [Cl-], [NH4+], O, [Zn]. The product is COC(=O)C(Cc1ccc(N)cc1)NC(=O)OC(C)(C)C. RXN SMILES: [CH3:1][O:2][C:3]([CH:4]([NH:5][C:6](=[O:7])[O:8][C:9]([CH3:10])([CH3:11])[CH3:12])[CH2:13][c:14]1[cH:15][cH:16][c:17]([N+:20]([O-:21])=[O:22])[cH:18][cH:19]1)=[O:23].[CH3:26][OH:27].[Cl-:24].[NH4+:25].[OH2:29].[Zn:28]>>[CH3:1][O:2][C:3]([CH:4]([NH:5][C:6](=[O:7])[O:8][C:9]([CH3:10])([CH3:11])[CH3:12])[CH2:13][c:14]1[cH:15][cH:16][c:17]([NH2:20])[cH:18][cH:19]1)=[O:23]. The reactants are COc1cc(Br)cc2c1OCOC2, [Li]CCCC, C1CCOC1, CCOC(C)=O, O=CN1CCOCC1, [Cl-], [NH4+]. The product is COc1cc(C=O)cc2c1OCOC2. As a reaction SMILES: [Br:1][c:2]1[cH:3][c:4]([O:12][CH3:13])[c:5]2[c:6]([cH:11]1)[CH2:7][O:8][CH2:9][O:10]2.[CH2:14]([Li:15])[CH2:16][CH2:17][CH3:18].[CH2:29]1[O:30][CH2:31][CH2:32][CH2:33]1.[CH3:34][CH2:35][O:36][C:37](=[O:38])[CH3:39].[CH:19](=[O:20])[N:21]1[CH2:22][CH2:23][O:24][CH2:25][CH2:26]1.[Cl-:27].[NH4+:28]>>[c:2]1([CH:19]=[O:20])[cH:3][c:4]([O:12][CH3:13])[c:5]2[c:6]([cH:11]1)[CH2:7][O:8][CH2:9][O:10]2.